From a dataset of the Open Reaction Database (ORD), a public repository of structured organic reaction records. describe an organic reaction: reactants, conditions, products, and yield Starting materials: C1(=CC=CC=C1)P(=O)(C1=CC=CC=C1)Cl (diphenylphosphoryl chloride), P(=O)([O-])([O-])[O-] (phosphate), C(C=C)OC(=O)CN1C([C@@H]([C@H]1[C@H](C(=O)N1C(C2=C(OC13CCCCC3)C=CC=C2)=O)C)[C@@H](C)O[Si](C)(C)C(C)(C)C)=O (3-{(2R)-2-[(3S,4R)-1-allyloxycarbonylmethyl-3-[(1R)-1-t-butyldimethylsilyloxyethyl]-2-oxoazetidin-4-yl]propionyl}-spiro[2,3-dihydro-4H-1,3-benzoxazine-2,1'-cyclohexan]-4-one), C[Si](C)(C)[N-][Si](C)(C)C.[Na+] (sodium bis(trimethylsilyl)amide), C[Si](C)(C)Cl (trimethylsilyl chloride). Run in O1CCCC1 (tetrahydrofuran). Run at temperature -50 celsius, time 2 minute. Yields the product [Si](C)(C)(C(C)(C)C)O[C@H](C)[C@@H]1[C@@H]2N(C(=C([C@@H]2C)OP(=O)(C2=CC=CC=C2)C2=CC=CC=C2)C(=O)O)C1=O ((1R,5R,6S)-6-[(1R)-1-t-butyldimethylsilyloxyethyl]-1-methyl-2-diphenylphosphoryloxy-carbapen-2-em-3-carboxylic acid). Yield: 95.8%. RXN SMILES: C([O:4][C:5]([CH2:7][N:8]1[C@H:11]([C@@H:12]([CH3:31])[C:13](N2C3(CCCCC3)OC3C=CC=CC=3C2=O)=[O:14])[C@@H:10]([C@H:32]([O:34][Si:35]([C:38]([CH3:41])([CH3:40])[CH3:39])([CH3:37])[CH3:36])[CH3:33])[C:9]1=[O:42])=[O:6])C=C.C[Si]([N-][Si](C)(C)C)(C)C.[Na+].C[Si](Cl)(C)C.[C:58]1([P:64](Cl)([C:66]2[CH:71]=[CH:70][CH:69]=[CH:68][CH:67]=2)=[O:65])[CH:63]=[CH:62][CH:61]=[CH:60][CH:59]=1.P([O-])([O-])([O-])=O>O1CCCC1>[Si:35]([O:34][C@@H:32]([C@H:10]1[C:9](=[O:42])[N:8]2[C:7]([C:5]([OH:4])=[O:6])=[C:13]([O:14][P:64]([C:66]3[CH:67]=[CH:68][CH:69]=[CH:70][CH:71]=3)([C:58]3[CH:63]=[CH:62][CH:61]=[CH:60][CH:59]=3)=[O:65])[C@H:12]([CH3:31])[C@H:11]12)[CH3:33])([C:38]([CH3:40])([CH3:41])[CH3:39])([CH3:36])[CH3:37] |f:1.2|. Procedure details: A solution of 1.2 g of 3-{(2R)-2-[(3S,4R)-1-allyloxycarbonylmethyl-3-[(1R)-1-t-butyldimethylsilyloxyethyl]-2-oxoazetidin-4-yl]propionyl}-spiro[2,3-dihydro-4H-1,3-benzoxazine-2,1'-cyclohexan]-4-one in 6 ml of tetrahydrofuran is added dropwise to 4.4 ml of 1 M sodium bis(trimethylsilyl)amide solution (solvent: tetrahydrofuran) at a temperature from -20° C. to -30° C. during one minute. 261 mg of trimethylsilyl chloride are added thereto at -50° C. and the mixture is stirred for 2 minutes. Then, 64...